This data is from the Open Reaction Database (ORD), a public repository of structured organic reaction records. The task is: describe an organic reaction: reactants, conditions, products, and yield Reactants: CCc1ccc2c(Cl)ccnc2n1, CC(=O)Nc1ccc(Sc2ccc(C)cc2N)cc1. The product is CCc1ccc2c(Nc3cc(C)ccc3Sc3ccc(NC(C)=O)cc3)ccnc2n1. RXN SMILES: [Cl:1][c:2]1[c:3]2[cH:4][cH:5][c:6]([CH2:12][CH3:13])[n:7][c:8]2[n:9][cH:10][cH:11]1.[NH2:14][c:15]1[c:16]([S:22][c:23]2[cH:24][cH:25][c:26]([NH:29][C:30]([CH3:31])=[O:32])[cH:27][cH:28]2)[cH:17][cH:18][c:19]([CH3:21])[cH:20]1>>[c:2]1([NH:14][c:15]2[c:16]([S:22][c:23]3[cH:24][cH:25][c:26]([NH:29][C:30]([CH3:31])=[O:32])[cH:27][cH:28]3)[cH:17][cH:18][c:19]([CH3:21])[cH:20]2)[c:3]2[cH:4][cH:5][c:6]([CH2:12][CH3:13])[n:7][c:8]2[n:9][cH:10][cH:11]1. Starting materials: BrC=1C=C(C(=O)O)C=CC1Cl (3-bromo-4-chlorobenzoic acid), BrC=1C=C(C(=O)Cl)C=CC1F (3-bromo-4-fluorobenzoyl chloride). The product is BrC=1C=C(C(=O)Cl)C=CC1Cl (3-Bromo-4-chlorobenzoyl chloride). As a reaction SMILES: [Br:1][C:2]1[CH:3]=[C:4]([CH:8]=[CH:9][C:10]=1[Cl:11])[C:5](O)=[O:6].BrC1C=C(C=CC=1F)C([Cl:18])=O>>[Br:1][C:2]1[CH:3]=[C:4]([CH:8]=[CH:9][C:10]=1[Cl:11])[C:5]([Cl:18])=[O:6]. Procedure: 3-Bromo-4-chlorobenzoyl chloride was prepared from 3-bromo-4-chlorobenzoic acid according to the procedure described in Example 183 for the synthesis of 3-bromo-4-fluorobenzoyl chloride. Reactants: [H-].[Na+] (sodium hydride), C(C1=CC=CC=C1)(=O)C1(CC1)C#N (1-benzoyl-1-cyanocyclopropane), N1N=CN=C1 (1,2,4-triazole), 1,2,4-triazole Na, ice water, [I-].C[S+](=O)(C)C (trimethylsulphoxonium iodide), [H][H] (hydrogen). Run in CS(=O)C (DMSO), CS(=O)C (DMSO). Reaction conditions: temperature 40 celsius, time 2 hour. Product: C(#N)C1(CC1)C(CN1N=CN=C1)(O)C1=CC=CC=C1 (1-(1-cyanocyclopropyl)-1-phenyl-2-(1,2,4-triazol-1-yl)ethanol). Yield: 39.3%. RXN SMILES: [H-].[Na+].[I-].[CH3:4][S+](C)(C)=O.[H][H].[C:11]([C:19]1([C:22]#[N:23])[CH2:21][CH2:20]1)(=[O:18])[C:12]1[CH:17]=[CH:16][CH:15]=[CH:14][CH:13]=1.[NH:24]1[CH:28]=[N:27][CH:26]=[N:25]1>CS(C)=O>[C:22]([C:19]1([C:11]([C:12]2[CH:17]=[CH:16][CH:15]=[CH:14][CH:13]=2)([OH:18])[CH2:4][N:24]2[CH:28]=[N:27][CH:26]=[N:25]2)[CH2:21][CH2:20]1)#[N:23] |f:0.1,2.3|. Reported procedure: 660 mg (0.022 mol) of (80% in oil) sodium hydride are suspended in 30 ml of abs. DMSO under argon. 4.8 g (0.022 mol) of trimethylsulphoxonium iodide (EGA) are added at RT and the mixture is stirred until evolution of hydrogen has ended. 3.4 g (20 mmol) of 1-benzoyl-1-cyanocyclopropane in 10 ml of abs. DMSO are then added rapidly. The mixture is stirred for 2 h at 40° C. and 2 g (30 mmol) of sublimed 1,2,4-triazole and 908 mg (10 mmol) of 1,2,4-triazole-Na salt (EGA) are then added. The mixture i... Reactants: S(=S)(=O)([O-])[O-].[Na+].[Na+] (sodium thiosulfate), C(CCC)OCCOC1=CC=C(C=C1)C=1C=CC2=C(C=C(CCN2CC(C)C)C(=O)NC2=CC=C(C=C2)SCC=2N(C=CN2)CCCC(=O)OCC)C1 (ethyl 4-[2-[[[4-[[[7-[4-(2-butoxyethoxy)phenyl]-1-isobutyl-2,3-dihydro-1H-1-benzazepin-4-yl]carbonyl]amino]phenyl]thio]methyl]-1H-imidazol-1-yl]butanoate), ClC1=CC(=CC=C1)C(=O)OO (3-chloroperbenzoic acid). Run in ClCCl (dichloromethane), ClCCl (dichloromethane). Reaction conditions: temperature -78 celsius, time 1 hour. The product is C(CCC)OCCOC1=CC=C(C=C1)C=1C=CC2=C(C=C(CCN2CC(C)C)C(=O)NC2=CC=C(C=C2)S(=O)CC=2N(C=CN2)CCCC(=O)OCC)C1 (ethyl 4-[2-[[[4-[[[7-[4-(2-butoxyethoxy)phenyl]-1-isobutyl-2,3-dihydro-1H-1-benzazepine-4-yl]carbonyl]amino]phenyl]sulfinyl]methyl]-1H-imidazol-1-yl]butanoate). Yield: 89.2%. Reaction SMILES: [CH2:1]([O:5][CH2:6][CH2:7][O:8][C:9]1[CH:14]=[CH:13][C:12]([C:15]2[CH:16]=[CH:17][C:18]3[N:24]([CH2:25][CH:26]([CH3:28])[CH3:27])[CH2:23][CH2:22][C:21]([C:29]([NH:31][C:32]4[CH:37]=[CH:36][C:35]([S:38][CH2:39][C:40]5[N:41]([CH2:45][CH2:46][CH2:47][C:48]([O:50][CH2:51][CH3:52])=[O:49])[CH:42]=[CH:43][N:44]=5)=[CH:34][CH:33]=4)=[O:30])=[CH:20][C:19]=3[CH:53]=2)=[CH:11][CH:10]=1)[CH2:2][CH2:3][CH3:4].ClC1C=CC=C(C(OO)=[O:62])C=1.S([O-])([O-])(=O)=S.[Na+].[Na+]>ClCCl>[CH2:1]([O:5][CH2:6][CH2:7][O:8][C:9]1[CH:10]=[CH:11][C:12]([C:15]2[CH:16]=[CH:17][C:18]3[N:24]([CH2:25][CH:26]([CH3:27])[CH3:28])[CH2:23][CH2:22][C:21]([C:29]([NH:31][C:32]4[CH:37]=[CH:36][C:35]([S:38]([CH2:39][C:40]5[N:41]([CH2:45][CH2:46][CH2:47][C:48]([O:50][CH2:51][CH3:52])=[O:49])[CH:42]=[CH:43][N:44]=5)=[O:62])=[CH:34][CH:33]=4)=[O:30])=[CH:20][C:19]=3[CH:53]=2)=[CH:13][CH:14]=1)[CH2:2][CH2:3][CH3:4] |f:2.3.4|. Procedure details: To a solution of ethyl 4-[2-[[[4-[[[7-[4-(2-butoxyethoxy)phenyl]-1-isobutyl-2,3-dihydro-1H-1-benzazepin-4-yl]carbonyl]amino]phenyl]thio]methyl]-1H-imidazol-1-yl]butanoate (1.0 g) in dichloromethane (10 ml) was added dropwise a solution of 3-chloroperbenzoic acid (70%, 0.50 g) in dichloromethane (10 ml) at −78° C. The mixture was stirred for 1 hour at −78° C., an aqueous solution of sodium thiosulfate was added to the mixture, and the mixture was stirred at room temperature for 10 minutes. The mi...